Dataset: the Open Reaction Database (ORD), a public repository of structured organic reaction records. Task: describe an organic reaction: reactants, conditions, products, and yield Starting materials: NC1[C@@H]2N(C(=C(CS2)C(CC(=O)O)SC2=NN=NN2)C(=O)O)C1=O (7-Amino-3-(1-carboxymethyltetrazol-5-ylthiomethyl)-3-cephem-4-carboxylic acid), N(=[N+]=[N-])CC1=C(C=CC=C1)CC(=O)Cl (2-azidomethylphenylacetyl chloride), O (water), CN1CCOCC1 (N-methylmorpholine). Run in CC(=O)C (acetone), CC(=O)C (acetone). Conditions: temperature 0 celsius, time 1 hour. Yields the product N(=[N+]=[N-])CC1=C(C=CC=C1)CC(=O)NC1[C@@H]2N(C(=C(CS2)C(CC(=O)O)SC2=NN=NN2)C(=O)O)C1=O (7-(2-azidomethylphenylacetamido)-3-(1-carboxymethyltetrazol-5-ylthiomethyl)-3-cephem-4-caboxylic acid). RXN SMILES: [NH2:1][CH:2]1[C:23](=[O:24])[N:4]2[C:5]([C:20]([OH:22])=[O:21])=[C:6]([CH:9]([S:14][C:15]3[NH:19][N:18]=[N:17][N:16]=3)[CH2:10][C:11]([OH:13])=[O:12])[CH2:7][S:8][C@H:3]12.O.CN1CCOCC1.[N:33]([CH2:36][C:37]1[CH:42]=[CH:41][CH:40]=[CH:39][C:38]=1[CH2:43][C:44](Cl)=[O:45])=[N+:34]=[N-:35]>CC(C)=O>[N:33]([CH2:36][C:37]1[CH:42]=[CH:41][CH:40]=[CH:39][C:38]=1[CH2:43][C:44]([NH:1][CH:2]1[C:23](=[O:24])[N:4]2[C:5]([C:20]([OH:22])=[O:21])=[C:6]([CH:9]([S:14][C:15]3[NH:16][N:17]=[N:18][N:19]=3)[CH2:10][C:11]([OH:13])=[O:12])[CH2:7][S:8][C@H:3]12)=[O:45])=[N+:34]=[N-:35]. Reported procedure: 7-Amino-3-(1-carboxymethyltetrazol-5-ylthiomethyl)-3-cephem-4-carboxylic acid (3 g., 0.008 mole) was suspended in 50 ml. of water. The suspension was cooled to 0° C. and then N-methylmorpholine (3 g., 0.03 mole) was added. After a solution was obtained, 50 ml. of acetone was added. An acetone solution of 2-azidomethylphenylacetyl chloride (prepared from 2 g. of 2-azidomethylphenyl acetic acid and 2 ml. of thionyl chloride in 100 ml. of methylene chloride) was added dropwise at 0° to 5° C. over 1... The reactants are Nc1nc2c(nc(Br)n2Cc2cccs2)c(=O)[nH]1, NC(N)=S, CN(C)C=O. Yields the product Nc1nc2c([nH]c(=S)n2Cc2cccs2)c(=O)[nH]1. Reaction SMILES: [Br:1][c:2]1[n:3]([CH2:13][c:14]2[s:15][cH:16][cH:17][cH:18]2)[c:4]2[n:5][c:6]([NH2:12])[nH:7][c:8](=[O:11])[c:9]2[n:10]1.[NH2:19][C:20]([NH2:21])=[S:22].[O:23]=[CH:24][N:25]([CH3:26])[CH3:27]>>[c:2]1(=[S:22])[n:3]([CH2:13][c:14]2[s:15][cH:16][cH:17][cH:18]2)[c:4]2[n:5][c:6]([NH2:12])[nH:7][c:8](=[O:11])[c:9]2[nH:10]1. The reactants are CN=C=S, ClCCl, Nc1ccccc1N1CCOCC1. The product is CNC(=S)Nc1ccccc1N1CCOCC1. As a reaction SMILES: [CH3:14][N:15]=[C:16]=[S:17].[Cl:18][CH2:19][Cl:20].[NH2:1][c:2]1[c:3]([N:8]2[CH2:9][CH2:10][O:11][CH2:12][CH2:13]2)[cH:4][cH:5][cH:6][cH:7]1>>[NH:1]([c:2]1[c:3]([N:8]2[CH2:9][CH2:10][O:11][CH2:12][CH2:13]2)[cH:4][cH:5][cH:6][cH:7]1)[C:16]([NH:15][CH3:14])=[S:17]. The reactants are CC(=O)OI1(C=2C=CC=CC2C(=O)O1)(OC(=O)C)OC(=O)C (Dess-Martin periodinane), BrC1=C(C=NN1C)C(O)C=1C(=NC=NC1Cl)Cl ((5-bromo-1-methyl-1H-pyrazol-4-yl)(4,6-dichloropyrimidin-5-yl)methanol). Run in C(Cl)(Cl)Cl (chloroform). Run at time 2 hour. Product: BrC1=C(C=NN1C)C(=O)C=1C(=NC=NC1Cl)Cl ((5-bromo-1-methyl-1H-pyrazol-4-yl)(4,6-dichloropyrimidin-5-yl)methanone). RXN SMILES: CC(OI1(OC(C)=O)(OC(C)=O)OC(=O)C2C=CC=CC1=2)=O.[Br:23][C:24]1[N:28]([CH3:29])[N:27]=[CH:26][C:25]=1[CH:30]([C:32]1[C:33]([Cl:39])=[N:34][CH:35]=[N:36][C:37]=1[Cl:38])[OH:31]>C(Cl)(Cl)Cl>[Br:23][C:24]1[N:28]([CH3:29])[N:27]=[CH:26][C:25]=1[C:30]([C:32]1[C:33]([Cl:39])=[N:34][CH:35]=[N:36][C:37]=1[Cl:38])=[O:31]. Reported procedure: Dess-Martin periodinane (2.26 g, 5.33 mmol) was added in portions to a solution of (5-bromo-1-methyl-1H-pyrazol-4-yl)(4,6-dichloropyrimidin-5-yl)methanol (C25) (1.20 g, 3.55 mmol) in chloroform (30 mL), and the mixture was stirred for 2 hours. After filtration, the filtrate was concentrated in vacuo, diluted with ethyl acetate (300 mL), washed with saturated aqueous sodium hydrogen sulfite solution (3×150 mL), and washed with saturated aqueous sodium carbonate solution. The organic layer was dri... The reactants are N1C=CC=C1 (pyrrole), OC1=C(C=C(C2=CC=CC=C12)O)C1=CC=C(N1C)CC(=O)OC (methyl [5-(1,4-dihydroxynaphthalen-2-yl)-1-methyl-1H-pyrrol-2-yl]acetate), OC1=CC=C(C2=CC=CC=C12)O (1,4-dihydroxynaphthalene), 2-(1-methyl-1H-pyrrol-2-yl)-[1,4]-dihydroxynaphthalene. Yields the product C(C)(=O)C=1C(=C(NC1C)C=1C(C2=CC=CC=C2C(C1)=O)=O)C (2-(4-acetyl-3,5-dimethyl-1H-pyrrol-2-yl)-[1,4]-naphthoquinone). Reaction SMILES: N1C=CC=[CH:2]1.[OH:6][C:7]1C2C(=CC=CC=2)C(O)=C[CH:8]=1.[OH:18][C:19]1[C:28]2[C:23](=[CH:24][CH:25]=[CH:26][CH:27]=2)[C:22]([OH:29])=[CH:21][C:20]=1[C:30]1[N:34](C)[C:33]([CH2:36]C(OC)=O)=[CH:32][CH:31]=1>>[C:7]([C:32]1[C:31]([CH3:2])=[C:30]([C:20]2[C:19](=[O:18])[C:28]3[C:23]([C:22](=[O:29])[CH:21]=2)=[CH:24][CH:25]=[CH:26][CH:27]=3)[NH:34][C:33]=1[CH3:36])(=[O:6])[CH3:8]. Reported procedure: Among the pyrrole derivatives of 1,4-dihydroxynaphthalene which can be used according to the present invention, 2-(1-methyl-1H-pyrrol-2-yl)-[1,4]-dihydroxynaphthalene and methyl [5-(1,4-dihydroxynaphthalen-2-yl)-1-methyl-1H-pyrrol-2-yl]acetate are more particularly preferred.